From a dataset of the Open Reaction Database (ORD), a public repository of structured organic reaction records. describe an organic reaction: reactants, conditions, products, and yield Starting materials: [BH4-], O=C1C2CN(Cc3ccccc3)CC2C(=O)N1c1ccc(OC(F)(F)F)cc1, CCO, ClCCl, [Na+], O. The product is O=C1C2CN(Cc3ccccc3)CC2C(O)N1c1ccc(OC(F)(F)F)cc1. RXN SMILES: [BH4-:29].[CH2:1]([c:2]1[cH:3][cH:4][cH:5][cH:6][cH:7]1)[N:8]1[CH2:9][CH:10]2[CH:11]([CH2:12]1)[C:13](=[O:28])[N:14]([c:17]1[cH:18][cH:19][c:20]([O:23][C:24]([F:25])([F:26])[F:27])[cH:21][cH:22]1)[C:15]2=[O:16].[CH3:32][CH2:33][OH:34].[Cl:35][CH2:36][Cl:37].[Na+:30].[OH2:31]>>[CH2:1]([c:2]1[cH:3][cH:4][cH:5][cH:6][cH:7]1)[N:8]1[CH2:9][CH:10]2[CH:11]([CH2:12]1)[C:13](=[O:28])[N:14]([c:17]1[cH:18][cH:19][c:20]([O:23][C:24]([F:25])([F:26])[F:27])[cH:21][cH:22]1)[CH:15]2[OH:16]. Reactants: C1(=CC=CC=C1)P(C1=CC=CC=C1)C1=CC=CC=C1 (Triphenylphosphine), BrC1=C(SC(=C1Br)Br)CCl (3,4,5-tribromo-2-chloromethylthiophene). The solvent is C1(=CC=CC=C1)C (toluene). Product: [Cl-].BrC1=C(SC(=C1Br)Br)C[P+](C1=CC=CC=C1)(C1=CC=CC=C1)C1=CC=CC=C1 ((3,4,5-tribromo-2-thenyl)triphenylphosphonium chloride). As a reaction SMILES: [C:1]1([P:7]([C:14]2[CH:19]=[CH:18][CH:17]=[CH:16][CH:15]=2)[C:8]2[CH:13]=[CH:12][CH:11]=[CH:10][CH:9]=2)[CH:6]=[CH:5][CH:4]=[CH:3][CH:2]=1.[Br:20][C:21]1[C:25]([Br:26])=[C:24]([Br:27])[S:23][C:22]=1[CH2:28][Cl:29]>C1(C)C=CC=CC=1>[Cl-:29].[Br:20][C:21]1[C:25]([Br:26])=[C:24]([Br:27])[S:23][C:22]=1[CH2:28][P+:7]([C:1]1[CH:2]=[CH:3][CH:4]=[CH:5][CH:6]=1)([C:8]1[CH:13]=[CH:12][CH:11]=[CH:10][CH:9]=1)[C:14]1[CH:15]=[CH:16][CH:17]=[CH:18][CH:19]=1 |f:3.4|. Procedure: Triphenylphosphine (9.0 g.) and 10.4 g. of 3,4,5-tribromo-2-chloromethylthiophene were dissolved in 200 ml. of toluene. The mixture was refluxed overnight under argon, cooled to room temperature and the precipitated phosphonium salt was collected by filtration, washed several times with cold benzene and dried at 80° C. under high vacuum. The resulting (3,4,5-tribromo-2-thenyl)triphenylphosphonium chloride has a m.p. 248°-249° C.